Dataset: the Open Reaction Database (ORD), a public repository of structured organic reaction records. Task: describe an organic reaction: reactants, conditions, products, and yield Reactants: B(F)(F)F.CCOCC (Boron trifluride etherate), C(C)(=O)OC1=CC(=C(C(=C1)OC)OC)OC (3,4,5-Trimethoxyphenyl acetate), ice. Solvent: C(C)(=O)O (acetic acid). Reaction conditions: temperature 70 celsius, time 2 hour. The product is OC1=CC(=C(C(=C1C(C)=O)OC)OC)OC (1-(6-Hydroxy-2,3,4,-trimethoxyphenyl)ethanone). Isolated yield 82.0%. Reaction SMILES: B(F)(F)F.[CH3:5][CH2:6][O:7]CC.C([O:13][C:14]1[CH:19]=[C:18]([O:20][CH3:21])[C:17]([O:22][CH3:23])=[C:16]([O:24][CH3:25])[CH:15]=1)(=O)C>C(O)(=O)C>[OH:13][C:14]1[C:15]([C:6](=[O:7])[CH3:5])=[C:16]([O:24][CH3:25])[C:17]([O:22][CH3:23])=[C:18]([O:20][CH3:21])[CH:19]=1 |f:0.1|. Procedure: Boron trifluride etherate (13.0 mL) was added dropwise to a solution of 3,4,5-tri-methoxyphenyl acetate 4 (6.78 g, 30 mmol) in glacial acetic acid (10 mL). The mixture was stirred at 70° C. for 2 h. Then the mixture was poured onto crushed ice (80 g). The light brown oil was separated and distilled under reduced pressure to furnish light yellow oil (5.56 g, 82%); 1H NMR (CDCl3, 200 M Hz) δ 13.42 (br s, 1H), 6.23 (s, 3H), 3.82 (s, 3H), 3.99 (s, 3H), 3.88 (s, 3H), 3.79 (s, 3H), 2.65 (s, 3H); 13C N...